The task is: describe an organic reaction: reactants, conditions, products, and yield. This data is from the Open Reaction Database (ORD), a public repository of structured organic reaction records. The reactants are BrC=1C=NN(C1OC)C1=NC=C(C(=O)NCCCOC)C=C1 (6-(4-bromo-5-methoxy-1H-pyrazol-1-yl)-N-(3-methoxypropyl)nicotinamide), CN1C(C=CC(=C1)B1OC(C(O1)(C)C)(C)C)=O (1-methyl-5-(4,4,5,5-tetramethyl-1,3,2-dioxaborolan-2-yl)pyridin-2(1H)-one). Yields the product OC1=C(C=NN1C1=NC=C(C(=O)NCCCOC)C=C1)C1=CN(C(C=C1)=O)C (6-(5-hydroxy-4-(1-methyl-6-oxo-1,6-dihydropyridin-3-yl)-1H-pyrazol-1-yl)-N-(3-methoxypropyl)nicotinamide). RXN SMILES: Br[C:2]1[CH:3]=[N:4][N:5]([C:9]2[CH:22]=[CH:21][C:12]([C:13]([NH:15][CH2:16][CH2:17][CH2:18][O:19][CH3:20])=[O:14])=[CH:11][N:10]=2)[C:6]=1[O:7]C.[CH3:23][N:24]1[CH:29]=[C:28](B2OC(C)(C)C(C)(C)O2)[CH:27]=[CH:26][C:25]1=[O:39]>>[OH:7][C:6]1[N:5]([C:9]2[CH:22]=[CH:21][C:12]([C:13]([NH:15][CH2:16][CH2:17][CH2:18][O:19][CH3:20])=[O:14])=[CH:11][N:10]=2)[N:4]=[CH:3][C:2]=1[C:28]1[CH:27]=[CH:26][C:25](=[O:39])[N:24]([CH3:23])[CH:29]=1. Reported procedure: The title compound was prepared in a manner similar to Example 212 using 6-(4-bromo-5-methoxy-1H-pyrazol-1-yl)-N-(3-methoxypropyl)nicotinamide and 1-methyl-5-(4,4,5,5-tetramethyl-1,3,2-dioxaborolan-2-yl)pyridin-2(1H)-one. 1H NMR (400 MHz, DMSO-d6) δ ppm 1.70 (quin, J=6.7 Hz, 2H) 3.18 (s, 3H) 3.21-3.29 (m, 2H) 3.32 (t, J=6.3 Hz, 2H) 3.38 (s, 3H) 6.34 (d, J=9.3 Hz, 1H) 7.81 (dd, J=9.5, 2.4 Hz, 1H) 8.03 (s, 1H) 8.20 (d, J=1.8 Hz, 1H) 8.24 (dd, J=8.8, 2.3 Hz, 1H) 8.39 (d, J=8.6 Hz, 1H) 8.56 (t, J=5.... The reactants are OC1=C(C=C(C(=O)O)C=C1)C(F)(F)F (4-hydroxy-3-trifluoromethylbenzoic acid), S(O)(O)(=O)=O (sulfuric acid), CO (methanol). Procedure details: To a solution of 4-hydroxy-3-trifluoromethylbenzoic acid (395 mg) in methanol (5 mL) was added conc. sulfuric acid (0.4 mL), and the mixture was heated for 6 hours under reflux. The reaction mixture was allowed to stand for cooling down to room temperature, and concentrated in vacuo. The residue was diluted with ethyl acetate, washed with water and saturated brine, and concentrated to give the title compound (403 mg). Reaction SMILES: [OH:1][C:2]1[CH:10]=[CH:9][C:5]([C:6]([OH:8])=[O:7])=[CH:4][C:3]=1[C:11]([F:14])([F:13])[F:12].S(=O)(=O)(O)O.[CH3:20]O>>[CH3:20][O:7][C:6](=[O:8])[C:5]1[CH:9]=[CH:10][C:2]([OH:1])=[C:3]([C:11]([F:12])([F:13])[F:14])[CH:4]=1. The product is COC(C1=CC(=C(C=C1)O)C(F)(F)F)=O (4-Hydroxy-3-trifluoromethylbenzoic acid methyl ester). The reactants are ClC1=CC=C(C=C1)CC(=O)O (4-chlorophenylacetic acid), C1=CN(C=N1)C(=O)N2C=CN=C2 (CDI), C([O-])([O-])=O.[K+].[K+] (potassium carbonate), CC(=O)C1=C(C=C(C=C1)F)O (4-Fluoro-2-hydroxyacetophenone). The reagents and catalysts are CN(C)C=1C=CN=CC1 (4-DMAP). Solvent: CN(C)C=O (DMF), O (Water). Run at temperature 80 celsius. The product is O1C(C=CC2=C1C=CC=C2)=O (benzopyranone). Isolated yield 37.0%. As a reaction SMILES: Cl[C:2]1[CH:7]=[CH:6][C:5]([CH2:8][C:9](O)=O)=[CH:4][CH:3]=1.C1N=CN(C(N2C=NC=C2)=O)C=1.CC(C1C=CC(F)=CC=1O)=O.[C:35](=O)([O-:37])[O-:36].[K+].[K+]>CN(C=O)C.CN(C1C=CN=CC=1)C.O>[O:37]1[C:6]2[CH:7]=[CH:2][CH:3]=[CH:4][C:5]=2[CH:8]=[CH:9][C:35]1=[O:36] |f:3.4.5|. Procedure details: A solution of 4-chlorophenylacetic acid (11.05 g, 64.8 mmol) in DMF (100 mL) was treated with CDI (13.13 g, 81 mmol) in several portions over about 15 minutes and the mixture was stirred until gas evolution had ceased. 4-Fluoro-2-hydroxyacetophenone (5.0 g, 32.4 mmol) was added followed by potassium carbonate (15.7 g, 113.6 mmol) and 4-DMAP (about 1 g). The reaction mixture was warmed at about 80° C. for about 10 h then cooled to room temperature. Water (200 mL) was added and the aqueous layer w... The reactants are Cl (HCl), BrC=1C(=NC=C(C(=O)NC2=CC=C(C=C2)OC(F)(F)F)C1)Cl (5-bromo-6-chloro-N-(4-(trifluoromethoxy)phenyl)nicotinamide), N1C[C@H]([C@H](C1)O)O ((3R,4S)-pyrrolidine-3,4-diol), CCN(C(C)C)C(C)C (DIPEA). The solvent is CC(C)O (iPrOH). The product is BrC=1C(=NC=C(C(=O)NC2=CC=C(C=C2)OC(F)(F)F)C1)N1C[C@@H]([C@@H](C1)O)O (5-Bromo-6-((3S,4R)-3,4-dihydroxypyrrolidin-1-yl)-N-(4-(trifluoromethoxy)phenyl)nicotinamide). Reaction SMILES: [Br:1][C:2]1[C:3](Cl)=[N:4][CH:5]=[C:6]([CH:21]=1)[C:7]([NH:9][C:10]1[CH:15]=[CH:14][C:13]([O:16][C:17]([F:20])([F:19])[F:18])=[CH:12][CH:11]=1)=[O:8].[NH:23]1[CH2:27][C@H:26]([OH:28])[C@H:25]([OH:29])[CH2:24]1.CCN(C(C)C)C(C)C.Cl>CC(O)C>[Br:1][C:2]1[C:3]([N:23]2[CH2:27][C@@H:26]([OH:28])[C@@H:25]([OH:29])[CH2:24]2)=[N:4][CH:5]=[C:6]([CH:21]=1)[C:7]([NH:9][C:10]1[CH:15]=[CH:14][C:13]([O:16][C:17]([F:20])([F:19])[F:18])=[CH:12][CH:11]=1)=[O:8]. Reported procedure: A mixture of 5-bromo-6-chloro-N-(4-(trifluoromethoxy)phenyl)nicotinamide (Stage 12.2, 1 g, 2.53 mmol) and (3R,4S)-pyrrolidine-3,4-diol (313 mg, 3.03 mmol) in a mixture of DIPEA (0.883 mL, 5.06 mmol) and iPrOH (2.53 mL) was subjected to MW irradiation at 140° C. for 30 min. The RM was treated with 0.5 M aq. HCl (30 mL) and extracted with EtOAc. The combined extracts were washed with sat. NaHCO3, brine and dried over Na2SO4. The crude product was purified by flash chromatography (RediSep® Silica g... Yields the product C(C)(=O)C(C(=O)OCC)CC1=C(C=C(C(=C1)N1N=C(N(C1=O)C(F)F)C)F)Cl (ethyl α-acetyl-2-chloro5-[4-(difluoromethyl)-4,5-dihydro-3-methyl-5-oxo-1H-1,2,4-triazol-1-yl]-4-fluorobenzenepropanoate). Procedure: This compound was prepared in the manner of Example 6, with 18.28 grams (0.0415 mole—1.0 equiv.) of 1-(4-chloro-2-fluoro-5-iodophenyl)-4-difluoromethyl-4,5-dihydro-3-methyl-5oxo-1H-1,2,4-triazole, 6.28 grams (0.0436 mole—1.05 equiv.) of ethyl 3-hydroxy-2-methylenebutanoate, 15.4 grams (0.083 mole—2.0 equiv.) of tributylamine, and 0.233 gram (0.0010 mole—0.025 equiv.) of palladium(II) acetate as reagents. A yield of 20.3 grams of 75.6% pure ethyl α-acetyl-2-chloro5-[4-(difluoromethyl)-4,5-dihydro... Reactants: ClC1=CC(=C(C=C1I)N1N=C(N(C1=O)C(F)F)C)F (1-(4-chloro-2-fluoro-5-iodophenyl)-4-difluoromethyl-4,5-dihydro-3-methyl-5oxo-1H-1,2,4-triazole), OC(C(C(=O)OCC)=C)C (ethyl 3-hydroxy-2-methylenebutanoate), C(CCC)N(CCCC)CCCC (tributylamine). Reagents/catalysts: C(C)(=O)[O-].[Pd+2].C(C)(=O)[O-] (palladium(II) acetate). RXN SMILES: [Cl:1][C:2]1[C:7](I)=[CH:6][C:5]([N:9]2[C:13](=[O:14])[N:12]([CH:15]([F:17])[F:16])[C:11]([CH3:18])=[N:10]2)=[C:4]([F:19])[CH:3]=1.[OH:20][CH:21]([CH3:29])[C:22](=[CH2:28])[C:23]([O:25][CH2:26][CH3:27])=[O:24].C(N(CCCC)CCCC)CCC>C([O-])(=O)C.[Pd+2].C([O-])(=O)C>[C:21]([CH:22]([CH2:28][C:7]1[CH:6]=[C:5]([N:9]2[C:13](=[O:14])[N:12]([CH:15]([F:17])[F:16])[C:11]([CH3:18])=[N:10]2)[C:4]([F:19])=[CH:3][C:2]=1[Cl:1])[C:23]([O:25][CH2:26][CH3:27])=[O:24])(=[O:20])[CH3:29] |f:3.4.5|. Yield: 111.0%.